This data is from the Open Reaction Database (ORD), a public repository of structured organic reaction records. The task is: describe an organic reaction: reactants, conditions, products, and yield Run in C(C)O (ethanol). Reported procedure: Into a flask containing (S)-2-acetyl-N-(1-(3-(3-chloro-4-cyanophenyl)-1H-pyrazol-1-yl)propan-2-yl)thiazole-4-carboxamide (1 g, 2.416 mmol) dissolved in ethanol (10 ml), sodium borohydride (0.137 g, 3.62 mmol) was added in small parts under nitrogen atmosphere. The following mixture was stirred overnight in RT. Next morning water (1 ml) was added dropwise and the pH of the mixture was adjusted to under 7 with 1 M HCl and the mixture was evaporated. 30 ml of ethyl acetate was added and stirred for... RXN SMILES: [C:1]([C:4]1[S:5][CH:6]=[C:7]([C:9]([NH:11][C@@H:12]([CH3:28])[CH2:13][N:14]2[CH:18]=[CH:17][C:16]([C:19]3[CH:24]=[CH:23][C:22]([C:25]#[N:26])=[C:21]([Cl:27])[CH:20]=3)=[N:15]2)=[O:10])[N:8]=1)(=[O:3])[CH3:2].[BH4-].[Na+].O.Cl>C(O)C>[Cl:27][C:21]1[CH:20]=[C:19]([C:16]2[CH:17]=[CH:18][N:14]([CH2:13][C@@H:12]([NH:11][C:9]([C:7]3[N:8]=[C:4]([CH:1]([OH:3])[CH3:2])[S:5][CH:6]=3)=[O:10])[CH3:28])[N:15]=2)[CH:24]=[CH:23][C:22]=1[C:25]#[N:26] |f:1.2|. Product: ClC=1C=C(C=CC1C#N)C1=NN(C=C1)C[C@H](C)NC(=O)C=1N=C(SC1)C(C)O (N—((S)-1-(3-(3-chloro-4-cyanophenyl)-1H-pyrazol-1-yl)propan-2-yl)-2-(1-hydroxyethyl)thiazole-4-carboxamide). Conditions: time 8 hour. The yield is 41.6%. The reactants are C(C)(=O)C=1SC=C(N1)C(=O)N[C@H](CN1N=C(C=C1)C1=CC(=C(C=C1)C#N)Cl)C ((S)-2-acetyl-N-(1-(3-(3-chloro-4-cyanophenyl)-1H-pyrazol-1-yl)propan-2-yl)thiazole-4-carboxamide), Cl (HCl), [BH4-].[Na+] (sodium borohydride), O (water).